The task is: describe an organic reaction: reactants, conditions, products, and yield. This data is from the Open Reaction Database (ORD), a public repository of structured organic reaction records. Reactants: CC(C)(C)ON, ClCCl, CCOC(C)=O, CN1CCOCC1, [Cl-], O=C(c1ccc(Cl)cc1)C1CCN(S(=O)(=O)N2CCCCC2C(=O)O)CC1, Cl. The product is CC(C)(C)ONC(=O)C1CCCCN1S(=O)(=O)N1CCC(C(=O)c2ccc(Cl)cc2)CC1. Reaction SMILES: [C:2]([CH3:3])([CH3:4])([CH3:5])[O:6][NH2:7].[CH2:43]([Cl:44])[Cl:45].[CH3:46][CH2:47][O:48][C:49](=[O:50])[CH3:51].[CH3:8][N:9]1[CH2:10][CH2:11][O:12][CH2:13][CH2:14]1.[Cl-:42].[Cl:15][c:16]1[cH:17][cH:18][c:19]([C:20](=[O:21])[CH:22]2[CH2:23][CH2:24][N:25]([S:28](=[O:29])(=[O:30])[N:31]3[CH:32]([C:37](=[O:38])[OH:39])[CH2:33][CH2:34][CH2:35][CH2:36]3)[CH2:26][CH2:27]2)[cH:40][cH:41]1.[ClH:1]>>[C:2]([CH3:3])([CH3:4])([CH3:5])[O:6][NH:7][C:37]([CH:32]1[N:31]([S:28]([N:25]2[CH2:24][CH2:23][CH:22]([C:20]([c:19]3[cH:18][cH:17][c:16]([Cl:15])[cH:41][cH:40]3)=[O:21])[CH2:27][CH2:26]2)(=[O:29])=[O:30])[CH2:36][CH2:35][CH2:34][CH2:33]1)=[O:38].